The task is: describe an organic reaction: reactants, conditions, products, and yield. This data is from the Open Reaction Database (ORD), a public repository of structured organic reaction records. Reactants: ClC1=CC=C(C=C1)C(CCN(CCCCCN)C)C1=NC=CC=C1 (N-[3-(4-chlorophenyl)-3-(2-pyridyl)propyl]-N-methyl-1,5-pentanediamine), C(#N)NC(OC1=CC=CC=C1)=NCCCOC1=CC(=CC=C1)CN1CCCCC1 (N-cyano-O-phenyl-N'-[3-[3-(piperidinomethyl)phenoxy]propyl]isourea). Yields the product ClC1=CC=C(C=C1)C(CCN(C)CCCCCNC(=NCCCOC1=CC(=CC=C1)CN1CCCCC1)NC#N)C1=NC=CC=C1 (N-[5-[N-[3-(4-chlorophenyl)-3-(2-pyridyl)propyl]-N-methylamino]pentyl]-N'-cyano-N"-[3-[3-(piperidinomethyl)phenoxy]propyl]guanidine). Reaction SMILES: [Cl:1][C:2]1[CH:7]=[CH:6][C:5]([CH:8]([C:19]2[CH:24]=[CH:23][CH:22]=[CH:21][N:20]=2)[CH2:9][CH2:10][N:11]([CH3:18])[CH2:12][CH2:13][CH2:14][CH2:15][CH2:16][NH2:17])=[CH:4][CH:3]=1.[C:25]([NH:27][C:28](=[N:36][CH2:37][CH2:38][CH2:39][O:40][C:41]1[CH:46]=[CH:45][CH:44]=[C:43]([CH2:47][N:48]2[CH2:53][CH2:52][CH2:51][CH2:50][CH2:49]2)[CH:42]=1)OC1C=CC=CC=1)#[N:26]>>[Cl:1][C:2]1[CH:7]=[CH:6][C:5]([CH:8]([C:19]2[CH:24]=[CH:23][CH:22]=[CH:21][N:20]=2)[CH2:9][CH2:10][N:11]([CH2:12][CH2:13][CH2:14][CH2:15][CH2:16][NH:17][C:28]([NH:27][C:25]#[N:26])=[N:36][CH2:37][CH2:38][CH2:39][O:40][C:41]2[CH:46]=[CH:45][CH:44]=[C:43]([CH2:47][N:48]3[CH2:53][CH2:52][CH2:51][CH2:50][CH2:49]3)[CH:42]=2)[CH3:18])=[CH:4][CH:3]=1. Reported procedure: Preparation is effected analogously to Example 1, using 1.09 g (3.15 mmol) of N-[3-(4-chlorophenyl)-3-(2-pyridyl)propyl]-N-methyl-1,5-pentanediamine and 1.23 g (3.1 mmol) of N-cyano-O-phenyl-N'-[3-[3-(piperidinomethyl)phenoxy]propyl]isourea as starting materials. Working up by chromatography analogously to Example 1 yields the purified title compound in the form of a viscous oil; IR (KBr): 2163 cm-1 (C≡N). Reactants: N=1C=CC=2C=CC=CC2C1C=3C=CC(=C4C=CC=CC34)C. Reagents/catalysts: O1BOC(C)(C)C1(C)C, O1B(OC(C)(C)C1(C)C)B2OC(C)(C)C(O2)(C)C, N=1C=CC=CC1C=NN(CC=2C=CC=CC2)CC=3C=CC=CC3, C[OH2+].C[OH2+].C1CC=CCCC=C1.C1CC=CCCC=C1.[Ir].[Ir]. Run in O1CCCC1. Conditions: temperature 50 celsius, time 10 hour. The product is N=1C=CC=2C=CC=CC2C1C=3C(=CC(=C4C=CC=CC43)C)B5OC(C)(C)C(O5)(C)C. Yield: 77.0%. Reported procedure: Following the general procedure, column chromatography (EtOAc/nhexane 1:4) afforded 9b (152 mg, 77 %) as a light yellow solid. Reactants: CCOC(=O)c1cnn(-c2nc(NC3CCCC3)c3ncn(C4OC(CO[Si](C)(C)C(C)(C)C)C(O[Si](C)(C)C(C)(C)C)C4O[Si](C)(C)C(C)(C)C)c3n2)c1, CCO, [K+], [OH-]. Yields the product CC(C)(C)[Si](C)(C)OCC1OC(n2cnc3c(NC4CCCC4)nc(-n4cc(C(=O)O)cn4)nc32)C(O[Si](C)(C)C(C)(C)C)C1O[Si](C)(C)C(C)(C)C. RXN SMILES: [CH3:1][Si:2]([C:3]([CH3:4])([CH3:5])[CH3:6])([O:7][CH:8]1[CH:9]([n:30]2[c:31]3[n:32][c:33](-[n:45]4[n:46][cH:47][c:48]([C:50](=[O:51])[O:52][CH2:53][CH3:54])[cH:49]4)[n:34][c:35]([NH:39][CH:40]4[CH2:41][CH2:42][CH2:43][CH2:44]4)[c:36]3[n:37][cH:38]2)[O:10][CH:11]([CH2:21][O:22][Si:23]([C:24]([CH3:25])([CH3:26])[CH3:27])([CH3:28])[CH3:29])[CH:12]1[O:13][Si:14]([C:15]([CH3:16])([CH3:17])[CH3:18])([CH3:19])[CH3:20])[CH3:55].[CH3:58][CH2:59][OH:60].[K+:57].[OH-:56]>>[CH3:1][Si:2]([C:3]([CH3:4])([CH3:5])[CH3:6])([O:7][CH:8]1[CH:9]([n:30]2[c:31]3[n:32][c:33](-[n:45]4[n:46][cH:47][c:48]([C:50](=[O:51])[OH:52])[cH:49]4)[n:34][c:35]([NH:39][CH:40]4[CH2:41][CH2:42][CH2:43][CH2:44]4)[c:36]3[n:37][cH:38]2)[O:10][CH:11]([CH2:21][O:22][Si:23]([C:24]([CH3:25])([CH3:26])[CH3:27])([CH3:28])[CH3:29])[CH:12]1[O:13][Si:14]([C:15]([CH3:16])([CH3:17])[CH3:18])([CH3:19])[CH3:20])[CH3:55]. Reactants: O1C=CC2=C1C=CC(=C2)C2=NN=C(O2)S (5-(1-benzofuran-5-yl)-1,3,4-oxadiazole-2-thiol), ClC=1C=C(CCl)C=CC1 (3-chlorobenzyl chloride). The product is O1C=CC2=C1C=CC(=C2)C=2OC(=NN2)SCC2=CC(=CC=C2)Cl (2-(1-benzofuran-5-yl)-5-[(3-chlorobenzyl)thio]-1,3,4-oxadiazole). Yield: 89.0%. Reaction SMILES: [O:1]1[C:5]2[CH:6]=[CH:7][C:8]([C:10]3[O:14][C:13]([SH:15])=[N:12][N:11]=3)=[CH:9][C:4]=2[CH:3]=[CH:2]1.[Cl:16][C:17]1[CH:18]=[C:19]([CH:22]=[CH:23][CH:24]=1)[CH2:20]Cl>>[O:1]1[C:5]2[CH:6]=[CH:7][C:8]([C:10]3[O:14][C:13]([S:15][CH2:20][C:19]4[CH:22]=[CH:23][CH:24]=[C:17]([Cl:16])[CH:18]=4)=[N:12][N:11]=3)=[CH:9][C:4]=2[CH:3]=[CH:2]1. Reported procedure: In the same manner as in Example 1 and using 5-(1-benzofuran-5-yl)-1,3,4-oxadiazole-2-thiol instead of 5-(benzothiazol-6-yl)-1,3,4-oxadiazole-2-thiol and 3-chlorobenzyl chloride instead of 3-(trifluoromethyl)benzyl chloride, the title compound (yield 89%) was obtained as colorless crystals.